This data is from the Open Reaction Database (ORD), a public repository of structured organic reaction records. The task is: describe an organic reaction: reactants, conditions, products, and yield Starting materials: N1=C(C=CC=C1)S(=O)(=O)NCCNC(OC(C)(C)C)=O (tert-butyl 2-(pyridine-2-sulfonamido)ethylcarbamate), C(=O)([O-])[O-].[Cs+].[Cs+] (Cs2CO3), alkyl bromide, [Cl-] (chloride), Cl2H19N3O4S, C1(CCCCC1)CBr (cyclohexylmethyl bromide), N1=C(C=CC=C1)S(=O)(=O)NCCNC(OC(C)(C)C)=O (tert-butyl 2-(pyridine-2-sulfonamido)ethylcarbamate), N1=C(C=CC=C1)S(=O)(=O)NCCNC(OC(C)(C)C)=O (tert-butyl 2-(pyridine-2-sulfonamido)ethylcarbamate). Solvent: CN(C)C=O (DMF), O (water). Conditions: time 4 day. Product: C1(CCCCC1)CN(S(=O)(=O)C1=NC=CC=C1)CCNC(OC(C)(C)C)=O (tert-butyl 2-(N-(cyclohexylmethyl)pyridine-2-sulfonamido)ethylcarbamate). As a reaction SMILES: [N:1]1[CH:6]=[CH:5][CH:4]=[CH:3][C:2]=1[S:7]([NH:10][CH2:11][CH2:12][NH:13][C:14](=[O:20])[O:15][C:16]([CH3:19])([CH3:18])[CH3:17])(=[O:9])=[O:8].[CH:21]1([CH2:27]Br)[CH2:26][CH2:25][CH2:24][CH2:23][CH2:22]1.C([O-])([O-])=O.[Cs+].[Cs+].[Cl-]>CN(C=O)C.O>[CH:21]1([CH2:27][N:10]([CH2:11][CH2:12][NH:13][C:14](=[O:20])[O:15][C:16]([CH3:17])([CH3:19])[CH3:18])[S:7]([C:2]2[CH:3]=[CH:4][CH:5]=[CH:6][N:1]=2)(=[O:9])=[O:8])[CH2:26][CH2:25][CH2:24][CH2:23][CH2:22]1 |f:2.3.4|. Procedure details: Mono-N-Boc-ethylenediamine (860 mg, 5.37 mmol, 1 equiv) was reacted with pyridine-2-sulfonyl chloride. The appropriate sulfonyl chloride (1.2 equiv) was added to a solution of the amine (1 equiv) and DIPEA (2 equiv) in anhydrous CH3CN (0.1 M) at 0° C. The reaction was warmed to room temperature and stirred for 16 h, at which time the solvent was evaporated. The residue was re-dissolved in CH2Cl2, washed with 5% NaHCO3, water, brine, dried (Na2SO4), filtered and concentrated. After work-up, the c... Solvent: C(Cl)Cl (methylene chloride), C(C)#N (acetonitrile), C(C)#N (acetonitrile), CO (methanol). Reported procedure: The same procedure is followed as in Example 2, starting from an agitated solution of 2-[3-(4-(4-fluorophenyl)-1-piperazinyl)propyl]-3-hydroxy-1 -isoindolinone (6.8 g) in methanol (170 cc) to which 33.5 cc of concentrated sulphuric acid is added at a temperature close to 20° C. in the course of 15 minutes. Agitation is continued for 5 hours at a temperature close to 65° C. After cooling the solution to a temperature close to 0° C., 83 cc of a 33% aqueous solution of ammonia is added in the cours... As a reaction SMILES: [F:1][C:2]1[CH:7]=[CH:6][C:5]([N:8]2[CH2:13][CH2:12][N:11]([CH2:14][CH2:15][CH2:16][N:17]3[CH:25]([OH:26])[C:24]4[C:19](=[CH:20][CH:21]=[CH:22][CH:23]=4)[C:18]3=[O:27])[CH2:10][CH2:9]2)=[CH:4][CH:3]=1.S(=O)(=O)(O)O.N.[C:34]([OH:39])(=[O:38])[C:35]([OH:37])=[O:36]>CO.C(Cl)Cl.C(#N)C>[C:34]([OH:39])(=[O:38])[C:35]([OH:37])=[O:36].[CH3:34][O:27][CH:18]1[C:19]2[C:24](=[CH:23][CH:22]=[CH:21][CH:20]=2)[C:25](=[O:26])[N:17]1[CH2:16][CH2:15][CH2:14][N:11]1[CH2:10][CH2:9][N:8]([C:5]2[CH:6]=[CH:7][C:2]([F:1])=[CH:3][CH:4]=2)[CH2:13][CH2:12]1 |f:7.8|. Reactants: FC1=CC=C(C=C1)N1CCN(CC1)CCCN1C(C2=CC=CC=C2C1O)=O (2-[3-(4-(4-fluorophenyl)-1-piperazinyl)propyl]-3-hydroxy-1 -isoindolinone), C(C(=O)O)(=O)O (oxalic acid), S(O)(O)(=O)=O (sulphuric acid), aqueous solution, N (ammonia). Isolated yield 141.7%. The product is C(C(=O)O)(=O)O.COC1N(C(C2=CC=CC=C12)=O)CCCN1CCN(CC1)C1=CC=C(C=C1)F (3-methoxy-2-[3-(4-(4-fluorophenyl)-1-piperazinyl)propyl]-1-isoindolinone oxalate). Run at time 5 hour.